Task: describe an organic reaction: reactants, conditions, products, and yield. Dataset: the Open Reaction Database (ORD), a public repository of structured organic reaction records Starting materials: CCO, CC(=O)Nc1nc(C)c(-c2csc(C3(C(F)(F)F)CC3)n2)s1, Cl. Product: Cc1nc(N)sc1-c1csc(C2(C(F)(F)F)CC2)n1. As a reaction SMILES: [CH3:24][CH2:25][OH:26].[CH3:2][c:3]1[n:4][c:5]([NH:20][C:21](=[O:22])[CH3:23])[s:6][c:7]1-[c:8]1[n:9][c:10]([C:13]2([C:16]([F:17])([F:18])[F:19])[CH2:14][CH2:15]2)[s:11][cH:12]1.[ClH:1]>>[CH3:2][c:3]1[n:4][c:5]([NH2:20])[s:6][c:7]1-[c:8]1[n:9][c:10]([C:13]2([C:16]([F:17])([F:18])[F:19])[CH2:14][CH2:15]2)[s:11][cH:12]1. Run in C1CCOC1 (THF). The yield is 92.2%. As a reaction SMILES: C1(P(C2C=CC=CC=2)C2C=CC=CC=2)C=CC=CC=1.[Br:20][C:21]1[CH:26]=[CH:25][C:24]([S:27](Cl)(=O)=O)=[C:23]([F:31])[CH:22]=1.O>C1COCC1>[Br:20][C:21]1[CH:26]=[CH:25][C:24]([SH:27])=[C:23]([F:31])[CH:22]=1. Procedure: Triphenylphosphine was added portionwise to a solution of 4-bromo-2-fluorobenzenesulfonyl chloride (8.44 g) in THF (30 ml) at 0° C. After 15 min water was added and the colourless solution was stirred at 20° C. for 18 h. The solvent was removed in vacuo, the residues dissolved in DCM and extracted with 2M sodium hydroxide (twice). The aqueous layers were washed with DCM, combined, acidified (4M HCl) and extracted with ethyl acetate (thrice). These organic extracts were dried (MgSO4) and evaporat... Conditions: temperature 20 celsius, time 18 hour. Starting materials: C1(=CC=CC=C1)P(C1=CC=CC=C1)C1=CC=CC=C1 (Triphenylphosphine), BrC1=CC(=C(C=C1)S(=O)(=O)Cl)F (4-bromo-2-fluorobenzenesulfonyl chloride), O (water). Product: BrC1=CC(=C(C=C1)S)F (4-Bromo-2-fluorobenzenethiol). The reactants are COC=1C=CC2=C(SC(=C2C(=O)C2=CC=C(C=C2)OCOC(C(C)(C)C)=O)C2=CC=C(C=C2)OC)C1 ([6-Methoxy-2-(4-Methoxyphenyl)benzo[b]thiophen-3-yl][4-(Trimethylacetoxymethoxy)phenyl]methanone), C(C)S (ethanethiol), [Cl-].[Al+3].[Cl-].[Cl-] (aluminum chloride). Yields the product OC=1C=CC2=C(SC(=C2C(=O)C2=CC=C(C=C2)OCOC(C(C)(C)C)=O)C2=CC=C(C=C2)O)C1 ([6-Hydroxy-2-(4-Hydroxyphenyl)benzo[b]thiophen-3-yl][4-(Trimethylacetoxymethoxy)phenyl]methanone). Isolated yield 69.0%. Reaction SMILES: C[O:2][C:3]1[CH:4]=[CH:5][C:6]2[C:10]([C:11]([C:13]3[CH:18]=[CH:17][C:16]([O:19][CH2:20][O:21][C:22](=[O:27])[C:23]([CH3:26])([CH3:25])[CH3:24])=[CH:15][CH:14]=3)=[O:12])=[C:9]([C:28]3[CH:33]=[CH:32][C:31]([O:34]C)=[CH:30][CH:29]=3)[S:8][C:7]=2[CH:36]=1.C(S)C.[Cl-].[Al+3].[Cl-].[Cl-]>>[OH:2][C:3]1[CH:4]=[CH:5][C:6]2[C:10]([C:11]([C:13]3[CH:14]=[CH:15][C:16]([O:19][CH2:20][O:21][C:22](=[O:27])[C:23]([CH3:26])([CH3:25])[CH3:24])=[CH:17][CH:18]=3)=[O:12])=[C:9]([C:28]3[CH:33]=[CH:32][C:31]([OH:34])=[CH:30][CH:29]=3)[S:8][C:7]=2[CH:36]=1 |f:2.3.4.5|. Procedure details: [6-Methoxy-2-(4-Methoxyphenyl)benzo[b]thiophen-3-yl][4-(Trimethylacetoxymethoxy)phenyl]methanone (760 mg, 1.5 mmol) was converted to the title compound by the procedure of Example 3 using 300 mg (4.5 mmol) of ethanethiol and 600 mg (4.5 mmol) of aluminum chloride. The reactants are ClC=1C=CC(=C(C1)N(C(SC)=N)C#N)OCC(=O)N1C(CN(CC1)CC1=CC=C(C=C1)F)C (1-(5-chloro-2-{2-[4-(4-fluoro-benzyl)-2-methyl-piperazin-1-yl]-2-oxo-ethoxy}-phenyl)-N-cyano-S-methyl-isothiourea), [OH-].[NH4+] (ammonium hydroxide). Solvent: CCO (EtOH). Run at temperature 60 celsius, time 8 hour. Yields the product ClC=1C=CC(=C(C1)N(C(=N)N)C#N)OCC(=O)N1[C@@H](CN(CC1)CC1=CC=C(C=C1)F)C ((2R)-N-(5-Chloro-2-{2-[4-(4-fluoro-benzyl)-2-methyl-piperazin-1-yl]-2-oxo-ethoxy}-phenyl)-cyanoguanidine). Reaction SMILES: [Cl:1][C:2]1[CH:3]=[CH:4][C:5]([O:15][CH2:16][C:17]([N:19]2[CH2:24][CH2:23][N:22]([CH2:25][C:26]3[CH:31]=[CH:30][C:29]([F:32])=[CH:28][CH:27]=3)[CH2:21][CH:20]2[CH3:33])=[O:18])=[C:6]([N:8]([C:13]#[N:14])[C:9](=[NH:12])SC)[CH:7]=1.[OH-].[NH4+:35]>CCO>[Cl:1][C:2]1[CH:3]=[CH:4][C:5]([O:15][CH2:16][C:17]([N:19]2[CH2:24][CH2:23][N:22]([CH2:25][C:26]3[CH:31]=[CH:30][C:29]([F:32])=[CH:28][CH:27]=3)[CH2:21][C@H:20]2[CH3:33])=[O:18])=[C:6]([N:8]([C:13]#[N:14])[C:9]([NH2:35])=[NH:12])[CH:7]=1 |f:1.2|. Reported procedure: To a solution of 1-(5-chloro-2-{2-[4-(4-fluoro-benzyl)-2-methyl-piperazin-1-yl]-2-oxo-ethoxy}-phenyl)-N-cyano-S-methyl-isothiourea (0.045 g, 0.092 mmol) in EtOH (1 mL) was added ammonium hydroxide (0.100 mL) and the resulting solution was shaken at 60° C. overnight. The crude reaction mixture was purified directly via radial chromatography (2 mm plate) to give the title compound (0.027 g). The reactants are BrB(Br)Br, COc1ccc2[nH]cc(CC(NS(=O)(=O)c3c(C)cc(C)cc3C)C(F)(F)F)c2c1, ClCCl. Product: Cc1cc(C)c(S(=O)(=O)NC(Cc2c[nH]c3ccc(O)cc23)C(F)(F)F)c(C)c1. As a reaction SMILES: [B:31]([Br:32])([Br:33])[Br:34].[CH3:1][c:2]1[c:3]([S:10](=[O:11])(=[O:12])[NH:13][CH:14]([C:15]([F:16])([F:17])[F:18])[CH2:19][c:20]2[cH:21][nH:22][c:23]3[cH:24][cH:25][c:26]([O:29][CH3:30])[cH:27][c:28]23)[c:4]([CH3:9])[cH:5][c:6]([CH3:8])[cH:7]1.[Cl:35][CH2:36][Cl:37]>>[CH3:1][c:2]1[c:3]([S:10](=[O:11])(=[O:12])[NH:13][CH:14]([C:15]([F:16])([F:17])[F:18])[CH2:19][c:20]2[cH:21][nH:22][c:23]3[cH:24][cH:25][c:26]([OH:29])[cH:27][c:28]23)[c:4]([CH3:9])[cH:5][c:6]([CH3:8])[cH:7]1. The reactants are C([O-])([O-])=O.[K+].[K+] (potassium carbonate), CN1C(NC(C=2N(C(=NC12)CC1=CC(=CC=C1)OC(F)(F)F)CC1=NC=C(C=C1)C)=O)=O (3-methyl-7-((5-methylpyridin-2-yl)methyl)-8-(3-(trifluoromethoxy)benzyl)-1H-purine-2,6(3H,7H)-dione), CN1C(NC(C=2N(C(=NC12)CC1=CC(=CC=C1)OC(F)(F)F)CC1=NC=C(C=C1)C)=O)=O (3-methyl-7-((5-methylpyridin-2-yl)methyl)-8-(3-(trifluoromethoxy)benzyl)-1H-purine-2,6(3H,7H)-dione), OC(CCOS(=O)(=O)C1=CC=C(C=C1)C)C (3-hydroxybutyl-4-methylbenzenesulfonate). The solvent is CN(C)C=O (DMF). Conditions: temperature 70 celsius, time 4 hour. Product: OC(CCN1C(N(C=2N=C(N(C2C1=O)CC1=NC=C(C=C1)C)CC1=CC(=CC=C1)OC(F)(F)F)C)=O)C (1-(3-hydroxybutyl)-3-methyl-7-((5-methylpyridin-2-yl)methyl)-8-(3-(trifluoromethoxy)benzyl)-1H-purine-2,6(3H,7H)-dione). The yield is 26.0%. As a reaction SMILES: [CH3:1][N:2]1[C:10]2[N:9]=[C:8]([CH2:11][C:12]3[CH:17]=[CH:16][CH:15]=[C:14]([O:18][C:19]([F:22])([F:21])[F:20])[CH:13]=3)[N:7]([CH2:23][C:24]3[CH:29]=[CH:28][C:27]([CH3:30])=[CH:26][N:25]=3)[C:6]=2[C:5](=[O:31])[NH:4][C:3]1=[O:32].[OH:33][CH:34]([CH3:48])[CH2:35][CH2:36]OS(C1C=CC(C)=CC=1)(=O)=O.C(=O)([O-])[O-].[K+].[K+]>CN(C=O)C>[OH:33][CH:34]([CH3:48])[CH2:35][CH2:36][N:4]1[C:5](=[O:31])[C:6]2[N:7]([CH2:23][C:24]3[CH:29]=[CH:28][C:27]([CH3:30])=[CH:26][N:25]=3)[C:8]([CH2:11][C:12]3[CH:17]=[CH:16][CH:15]=[C:14]([O:18][C:19]([F:22])([F:21])[F:20])[CH:13]=3)=[N:9][C:10]=2[N:2]([CH3:1])[C:3]1=[O:32] |f:2.3.4|. Procedure details: To a solution of 3-methyl-7-((5-methylpyridin-2-yl)methyl)-8-(3-(trifluoromethoxy)benzyl)-1H-purine-2,6(3H,7H)-dione (30 mg, 0.067 mmol, intermediate 51) in DMF (3 mL) was added 3-hydroxybutyl-4-methylbenzenesulfonate (24.68 mg, 0.10 mmol), followed by potassium carbonate (27.93 mg, 0.20 mmol). The reaction was stirred at 70° C. for 4 h. The mixture was partitioned between ethyl acetate and water. The organic phase was washed with brine, dried over sodium sulfate, filtered and concentrated to gi... As a reaction SMILES: [C:3]([CH3:4])(=[O:5])[O:6][CH3:7].[CH3:8][C:9]1([CH3:16])[CH:10]2[CH2:11][C:12](=[O:15])[CH2:13][CH:14]12.[H-:2].[Na+:1].[O:30]1[CH2:31][CH2:32][O:33][CH2:34][CH2:35]1.[OH:17][C:18]([CH2:19][C:20]([C:21](=[O:22])[OH:23])([CH2:24][C:25](=[O:26])[OH:27])[OH:28])=[O:29]>>[C:3]([CH3:4])(=[O:5])[CH:13]1[C:12](=[O:15])[CH2:11][CH:10]2[C:9]([CH3:8])([CH3:16])[CH:14]21. Product: CC(=O)C1C(=O)CC2C1C2(C)C. The reactants are COC(C)=O, CC1(C)C2CC(=O)CC21, [H-], [Na+], C1COCCO1, O=C(O)CC(O)(CC(=O)O)C(=O)O.